From a dataset of the Open Reaction Database (ORD), a public repository of structured organic reaction records. describe an organic reaction: reactants, conditions, products, and yield Reactants: O=C([O-])O, CO, CC(=O)O, OC(CCCN1CC=C(c2noc(C3CC3)n2)CC1)c1ccc(F)cc1, O=[Cr](=O)(O)O, [Na+], O. Yields the product O=C(CCCN1CC=C(c2noc(C3CC3)n2)CC1)c1ccc(F)cc1. Reaction SMILES: [C:34](=[O:35])([OH:36])[O-:37].[CH3:32][OH:33].[CH3:39][C:40](=[O:41])[OH:42].[CH:1]1([c:4]2[n:5][c:6]([C:9]3=[CH:14][CH2:13][N:12]([CH2:15][CH2:16][CH2:17][CH:18]([OH:19])[c:20]4[cH:21][cH:22][c:23]([F:26])[cH:24][cH:25]4)[CH2:11][CH2:10]3)[n:7][o:8]2)[CH2:2][CH2:3]1.[Cr:27]([OH:28])([OH:29])(=[O:30])=[O:31].[Na+:38].[OH2:43]>>[CH:1]1([c:4]2[n:5][c:6]([C:9]3=[CH:14][CH2:13][N:12]([CH2:15][CH2:16][CH2:17][C:18](=[O:19])[c:20]4[cH:21][cH:22][c:23]([F:26])[cH:24][cH:25]4)[CH2:11][CH2:10]3)[n:7][o:8]2)[CH2:2][CH2:3]1. Procedure: To a solution of 2-bromo-5-fluorobenzyl bromide (1 g, 3.73 mmol) in THF (15 mL) was added allylmagnesium bromide (5.60 mL, 5.60 mmol) at 0° C. It was warmed to rt and then refluxed for 5 h. The reaction mixture was quenched with NH4Cl, extracted with EtOAc. The organic layer was dried over MgSO4, filtered and concentrated to obtain an oil. It was then purified by 5% EtOac/hexane to isolate 1-bromo-2-(but-3-en-1-yl)-4-fluorobenzene (0.7 g, 3.06 mmol, 82% yield) as an oil. 1H NMR (400 MHz, CDCl3) ... Isolated yield 82.0%. Starting materials: BrC1=C(CBr)C=C(C=C1)F (2-bromo-5-fluorobenzyl bromide), C(C=C)[Mg]Br (allylmagnesium bromide). The solvent is C1CCOC1 (THF). Yields the product BrC1=C(C=C(C=C1)F)CCC=C (1-bromo-2-(but-3-en-1-yl)-4-fluorobenzene). Reaction SMILES: [Br:1][C:2]1[CH:9]=[CH:8][C:7]([F:10])=[CH:6][C:3]=1[CH2:4]Br.[CH2:11]([Mg]Br)[CH:12]=[CH2:13]>C1COCC1>[Br:1][C:2]1[CH:9]=[CH:8][C:7]([F:10])=[CH:6][C:3]=1[CH2:4][CH2:13][CH:12]=[CH2:11]. The reactants are [N-]=C=O (isocyanate), compound, NC1=CC=C(C=C1)C#CC=1C=CC=2N(N1)C=C(N2)N (6-[(4-aminophenyl)ethynyl]imidazo[1,2-b]pyridazin-2-amine), FC1=C(C=C(C=C1)C(F)(F)F)N=C=O (1-fluoro-2-isocyanato-4-(trifluoromethyl)benzene). Yields the product NC=1N=C2N(N=C(C=C2)C#CC2=CC=C(C=C2)NC(=O)NC2=C(C=CC(=C2)C(F)(F)F)F)C1 (1-{4-[(2-aminoimidazo[1,2-b]pyridazin-6-yl)ethynyl]phenyl}-3-[2-fluoro-5-(trifluoromethyl)phenyl]urea). Reaction SMILES: [NH2:1][C:2]1[CH:7]=[CH:6][C:5]([C:8]#[C:9][C:10]2[CH:11]=[CH:12][C:13]3[N:14]([CH:16]=[C:17]([NH2:19])[N:18]=3)[N:15]=2)=[CH:4][CH:3]=1.[F:20][C:21]1[CH:26]=[CH:25][C:24]([C:27]([F:30])([F:29])[F:28])=[CH:23][C:22]=1[N:31]=[C:32]=[O:33].[N-]=C=O>>[NH2:19][C:17]1[N:18]=[C:13]2[CH:12]=[CH:11][C:10]([C:9]#[C:8][C:5]3[CH:6]=[CH:7][C:2]([NH:1][C:32]([NH:31][C:22]4[CH:23]=[C:24]([C:27]([F:28])([F:30])[F:29])[CH:25]=[CH:26][C:21]=4[F:20])=[O:33])=[CH:3][CH:4]=3)=[N:15][N:14]2[CH:16]=1. Reported procedure: The compound of Example 4 was made by preparing 6-[(4-aminophenyl)ethynyl]imidazo[1,2-b]pyridazin-2-amine as in Example 20, followed by a procedure similar to Example 3 using 1-fluoro-2-isocyanato-4-(trifluoromethyl)benzene as the isocyanate (see also Schemes 1, 2, and 9). Reported procedure: Using an analogous procedure to that described in Example 1, 6-bromomethyl-1-methyl-1,2-dihydroquinolin-2-one was reacted with ethyl 2-(3-hydroxyphenyl)-2-methylbutyrate to give ethyl 2-methyl-2-[3-(1-methyl-2-oxo-1,2-dihydroquinolin-6-ylmethoxy)phenyl]butyrate in 44% yield as a gum. Reactants: BrCC=1C=C2C=CC(N(C2=CC1)C)=O (6-bromomethyl-1-methyl-1,2-dihydroquinolin-2-one), OC=1C=C(C=CC1)C(C(=O)OCC)(CC)C (ethyl 2-(3-hydroxyphenyl)-2-methylbutyrate). Yields the product CC(C(=O)OCC)(CC)C1=CC(=CC=C1)OCC=1C=C2C=CC(N(C2=CC1)C)=O (ethyl 2-methyl-2-[3-(1-methyl-2-oxo-1,2-dihydroquinolin-6-ylmethoxy)phenyl]butyrate). RXN SMILES: Br[CH2:2][C:3]1[CH:4]=[C:5]2[C:10](=[CH:11][CH:12]=1)[N:9]([CH3:13])[C:8](=[O:14])[CH:7]=[CH:6]2.[OH:15][C:16]1[CH:17]=[C:18]([C:22]([CH3:30])([CH2:28][CH3:29])[C:23]([O:25][CH2:26][CH3:27])=[O:24])[CH:19]=[CH:20][CH:21]=1>>[CH3:30][C:22]([C:18]1[CH:19]=[CH:20][CH:21]=[C:16]([O:15][CH2:2][C:3]2[CH:4]=[C:5]3[C:10](=[CH:11][CH:12]=2)[N:9]([CH3:13])[C:8](=[O:14])[CH:7]=[CH:6]3)[CH:17]=1)([CH2:28][CH3:29])[C:23]([O:25][CH2:26][CH3:27])=[O:24]. The yield is 44.0%. Reactants: Nc1c(Br)cc([N+](=O)[O-])cc1Br, ClCCl, CCOC(C)=O, CN(C)C=O, CCO. Yields the product Nc1cc(Br)c(N)c(Br)c1. As a reaction SMILES: [Br:1][c:2]1[c:3]([NH2:4])[c:5]([Br:12])[cH:6][c:7]([N+:9]([O-:10])=[O:11])[cH:8]1.[CH2:24]([Cl:25])[Cl:26].[CH3:13][CH2:14][O:15][C:16](=[O:17])[CH3:18].[CH3:19][N:20]([CH3:21])[CH:22]=[O:23].[CH3:27][CH2:28][OH:29]>>[Br:1][c:2]1[c:3]([NH2:4])[c:5]([Br:12])[cH:6][c:7]([NH2:9])[cH:8]1. Reactants: BrC1=CC=C2C(C(N(C2=C1)C(C)C)=O)(C)C (6-bromo-1-isopropyl-3,3-dimethylindolin-2-one), C=1C=CC(=CC1)P(C=2C=CC=CC2)C3=CC=C4C=CC=CC4=C3C5=C6C=CC=CC6=CC=C5P(C=7C=CC=CC7)C=8C=CC=CC8 (BINAP), CC(C)([O-])C.[Na+] (sodium tert-butoxide), C(C1=CC=CC=C1)N (benzylamine), C(=O)([O-])[O-].[Na+].[Na+] (Na2CO3). Reagents/catalysts: C1=CC=C(C=C1)/C=C/C(=O)/C=C/C2=CC=CC=C2.C1=CC=C(C=C1)/C=C/C(=O)/C=C/C2=CC=CC=C2.C1=CC=C(C=C1)/C=C/C(=O)/C=C/C2=CC=CC=C2.C(Cl)(Cl)Cl.[Pd].[Pd] (tris(dibenzylideneacetone)dipalladium(0) chloroform adduct). Solvent: C1CCOC1 (THF). Conditions: temperature 70 celsius. The product is C(C1=CC=CC=C1)NC1=CC=C2C(C(N(C2=C1)C(C)C)=O)(C)C (6-Benzylamino-1-isopropyl-3,3-dimethyl-1,3-dihydro-indol-2-one), foam. RXN SMILES: Br[C:2]1[CH:10]=[C:9]2[C:5]([C:6]([CH3:16])([CH3:15])[C:7](=[O:14])[N:8]2[CH:11]([CH3:13])[CH3:12])=[CH:4][CH:3]=1.C1C=CC(P(C2C(C3C(P(C4C=CC=CC=4)C4C=CC=CC=4)=CC=C4C=3C=CC=C4)=C3C(C=CC=C3)=CC=2)C2C=CC=CC=2)=CC=1.CC(C)([O-])C.[Na+].[CH2:69]([NH2:76])[C:70]1[CH:75]=[CH:74][CH:73]=[CH:72][CH:71]=1.C([O-])([O-])=O.[Na+].[Na+]>C1COCC1.C1C=CC(/C=C/C(/C=C/C2C=CC=CC=2)=O)=CC=1.C1C=CC(/C=C/C(/C=C/C2C=CC=CC=2)=O)=CC=1.C1C=CC(/C=C/C(/C=C/C2C=CC=CC=2)=O)=CC=1.C(Cl)(Cl)Cl.[Pd].[Pd]>[CH2:69]([NH:76][C:2]1[CH:10]=[C:9]2[C:5]([C:6]([CH3:16])([CH3:15])[C:7](=[O:14])[N:8]2[CH:11]([CH3:13])[CH3:12])=[CH:4][CH:3]=1)[C:70]1[CH:75]=[CH:74][CH:73]=[CH:72][CH:71]=1 |f:2.3,5.6.7,9.10.11.12.13.14|. Reported procedure: To a solution of 6-bromo-1-isopropyl-3,3-dimethylindolin-2-one (1.99 g, 7.08 mmol, 70%) in THF (20.0 ml) was added BINAP (227 mg, 354 μmol) and sodium tert-butoxide (1.74 g, 17.7 mmol), tris(dibenzylideneacetone)dipalladium(0) chloroform adduct (378 mg, 354 μmol) and benzylamine (766 mg, 782 μl, 7.08 mmol) under an argon atmosphere. The reaction mixture was heated to 70° C. for 18 hours. An aqueous solution of Na2CO3 was added to the reaction mixture at room temperature, the aqueous phase was ex... Starting materials: BrC1=CC(=CC(=C1)C)C (1-bromo-3,5-dimethyl-benzene), C1CC(=O)N(C1=O)Br (NBS), CC(C)(C#N)N=NC(C)(C)C#N (AIBN). Solvent: C(Cl)(Cl)(Cl)Cl (CCl4), O (water). The product is BrC1=CC(=CC(=C1)C)CBr (1-Bromo-3-(bromomethyl)-5-methyl-benzene). The yield is 84.2%. Reaction SMILES: [Br:1][C:2]1[CH:7]=[C:6]([CH3:8])[CH:5]=[C:4]([CH3:9])[CH:3]=1.C1C(=O)N([Br:17])C(=O)C1.CC(N=NC(C#N)(C)C)(C#N)C>C(Cl)(Cl)(Cl)Cl.O>[Br:1][C:2]1[CH:7]=[C:6]([CH3:8])[CH:5]=[C:4]([CH2:9][Br:17])[CH:3]=1. Procedure: A solution of 1-bromo-3,5-dimethyl-benzene (1.0 g, 5.4 mmol, 1.0 eq), NBS (1.06 g, 5.94 mmol, 1.1 mmol) and AIBN (180 mg, 1.08 mmol, 0.2 eq) in CCl4 (20 mL) was stirred at reflux overnight. The reaction was then diluted with water and extracted with CH2Cl2. The organic extracts were combined and washed with aqueous NaHCO3, dried (Na2SO4), filtered and the solvent removed in vacuo. The residue was purified by flash chromatography (Petroleum ether:EtOAc, 1:0 to 10:1) to give the title compound as ...